From a dataset of the Open Reaction Database (ORD), a public repository of structured organic reaction records. describe an organic reaction: reactants, conditions, products, and yield Yields the product C(CC)C1=NC2=C(N1CC1=CC=C(C=C1)C1=C(C=CC=C1)C1=NN=NN1)C=C(C=C2C(C)C)N2C(C1=CC=CC=C1C2)=O (4'-[[2-n-Propyl-4-isopropyl-6-(1-oxo-isoindolin-2-yl)-benzimidazol-1-yl]-methyl]-2-(1H-tetrazol-5-yl)-biphenyl). Procedure: Prepared analogously to Example 10 from 4-[[2-n-propyl-4-isopropyl-6-(1-oxo-isoindolin-2-yl)-benzimidazol-1-yl]-methyl]-2-cyano-biphenyl and sodium azide in dimethylformamide. As a reaction SMILES: [CH2:1]([C:4]1[N:8]([CH2:9][C:10]2[CH:15]=[CH:14][C:13]([C:16]3[CH:21]=[CH:20][CH:19]=[CH:18][CH:17]=3)=[C:12](C#N)[CH:11]=2)[C:7]2[CH:24]=[C:25]([N:31]3[CH2:39][C:38]4[C:33](=[CH:34][CH:35]=[CH:36][CH:37]=4)[C:32]3=[O:40])[CH:26]=[C:27]([CH:28]([CH3:30])[CH3:29])[C:6]=2[N:5]=1)[CH2:2][CH3:3].[N-:41]=[N+:42]=[N-:43].[Na+].[CH3:45][N:46](C)C=O>>[CH2:1]([C:4]1[N:8]([CH2:9][C:10]2[CH:15]=[CH:14][C:13]([C:16]3[CH:21]=[CH:20][CH:19]=[CH:18][C:17]=3[C:45]3[NH:46][N:43]=[N:42][N:41]=3)=[CH:12][CH:11]=2)[C:7]2[CH:24]=[C:25]([N:31]3[CH2:39][C:38]4[C:33](=[CH:34][CH:35]=[CH:36][CH:37]=4)[C:32]3=[O:40])[CH:26]=[C:27]([CH:28]([CH3:29])[CH3:30])[C:6]=2[N:5]=1)[CH2:2][CH3:3] |f:1.2|. Reactants: C(CC)C1=NC2=C(N1CC1=CC(=C(C=C1)C1=CC=CC=C1)C#N)C=C(C=C2C(C)C)N2C(C1=CC=CC=C1C2)=O (4-[[2-n-propyl-4-isopropyl-6-(1-oxo-isoindolin-2-yl)-benzimidazol-1-yl]-methyl]-2-cyano-biphenyl), [N-]=[N+]=[N-].[Na+] (sodium azide), CN(C=O)C (dimethylformamide).